This data is from the Open Reaction Database (ORD), a public repository of structured organic reaction records. The task is: describe an organic reaction: reactants, conditions, products, and yield Reaction SMILES: [OH:1][C:2]1[CH:9]=[CH:8][CH:7]=[C:6]([O:10][CH3:11])[C:3]=1[CH:4]=[O:5].Br[CH2:13][CH2:14][CH2:15][C:16]([CH3:23])([CH3:22])[C:17]([O:19][CH2:20][CH3:21])=[O:18].C(=O)([O-])[O-].[K+].[K+].[I-].[Na+]>C(O)C>[CH:4]([C:3]1[C:6]([O:10][CH3:11])=[CH:7][CH:8]=[CH:9][C:2]=1[O:1][CH2:13][CH2:14][CH2:15][C:16]([CH3:23])([CH3:22])[C:17]([O:19][CH2:20][CH3:21])=[O:18])=[O:5] |f:2.3.4,5.6|. The product is C(=O)C1=C(OCCCC(C(=O)OCC)(C)C)C=CC=C1OC (ethyl 5-(2-formyl-3-methoxyphenoxy)-2,2-dimethylpentanoate). Run at time 18 hour. The solvent is C(C)O (ethanol). The reactants are OC1=C(C=O)C(=CC=C1)OC (2-Hydroxy-6-methoxybenzaldehyde), BrCCCC(C(=O)OCC)(C)C (ethyl 5-bromo-2,2-dimethylpentanoate), C([O-])([O-])=O.[K+].[K+] (potassium carbonate), [I-].[Na+] (sodium iodide). Procedure: 2-Hydroxy-6-methoxybenzaldehyde (3.74 g, 0.025 M), ethyl 5-bromo-2,2-dimethylpentanoate (5.95 g, 0.025 M), anhydrous potassium carbonate (3.72 g), sodium iodide (0.11 g) and ethanol (50 ml) were refluxed with stirring for 18 hr. The cooled reaction mixture was filtered and the solid washed well with ethanol. The filtrate was evaporated to dryness and the residue partitioned between ether and water. The organic layer was separated and washed with 2 N sodium hydroxide solution, water, dried (sodiu... Reactants: [Na] (sodium), C1(=CC=CC=C1)NN (phenylhydrazine), ClC=1C=C(C=CC#N)C=CC1Cl (3,4-dichlorocinnamonitrile). Run in C(C)O (ethanol). Conditions: time 5 minute. Yields the product NC1=NN(C(C1)C1=CC(=C(C=C1)Cl)Cl)C1=CC=CC=C1 (3-Amino-5-(3,4-dichlorophenyl)-1-phenyl-2-pyrazoline). Reaction SMILES: [Na].[C:2]1([NH:8][NH2:9])[CH:7]=[CH:6][CH:5]=[CH:4][CH:3]=1.[Cl:10][C:11]1[CH:12]=[C:13]([CH:18]=[CH:19][C:20]=1[Cl:21])[CH:14]=[CH:15][C:16]#[N:17]>C(O)C>[NH2:17][C:16]1[CH2:15][CH:14]([C:13]2[CH:18]=[CH:19][C:20]([Cl:21])=[C:11]([Cl:10])[CH:12]=2)[N:8]([C:2]2[CH:7]=[CH:6][CH:5]=[CH:4][CH:3]=2)[N:9]=1 |^1:0|. Procedure details: A 0.10 g. amount of sodium metal is dissolved in 25.0 ml. of absolute ethanol, then 2.16 g. of phenylhydrazine is added, followed in 5 minutes by 3.96 g. of 3,4-dichlorocinnamonitrile. The reaction mixture is refluxed for 5 hours, then is evaporated to dryness in vacuo. The procedure, as described in Example 15, is continued with a second recrystallization from the same solvent pair and treatment with a hydrous magnesium silicate to give 1.35 g. of the desired product as colorless needles, m.p. ...